Dataset: the Open Reaction Database (ORD), a public repository of structured organic reaction records. Task: describe an organic reaction: reactants, conditions, products, and yield Starting materials: COc1ccc(Nc2ccc(C(=O)c3cc([N+](=O)[O-])ccc3C)c(Cl)c2)cc1, Cc1ccc(N)cc1C(=O)c1ccc(Nc2ccc(C(F)(F)F)cc2)cc1Cl. Yields the product COc1ccc(Nc2ccc(C(=O)c3cc(N)ccc3C)c(Cl)c2)cc1. As a reaction SMILES: [Cl:29][c:30]1[c:31]([C:45](=[O:46])[c:47]2[c:48]([CH3:56])[cH:49][cH:50][c:51]([N+:53]([O-:54])=[O:55])[cH:52]2)[cH:32][cH:33][c:34]([NH:36][c:37]2[cH:38][cH:39][c:40]([O:43][CH3:44])[cH:41][cH:42]2)[cH:35]1.[NH2:1][c:2]1[cH:3][cH:4][c:5]([CH3:6])[c:7]([C:8]([c:9]2[cH:10][cH:11][c:12]([NH:13][c:14]3[cH:15][cH:16][c:17]([C:18]([F:19])([F:20])[F:21])[cH:22][cH:23]3)[cH:24][c:25]2[Cl:26])=[O:27])[cH:28]1>>[Cl:29][c:30]1[c:31]([C:45](=[O:46])[c:47]2[c:48]([CH3:56])[cH:49][cH:50][c:51]([NH2:53])[cH:52]2)[cH:32][cH:33][c:34]([NH:36][c:37]2[cH:38][cH:39][c:40]([O:43][CH3:44])[cH:41][cH:42]2)[cH:35]1. The reactants are N(=O)[O-].[Na+] (NaNO2), CCOCC.CCCCCC (ether hexane), NC1=NC=C(C=C1Cl)Cl (2-Amino-3,5-dichloropyridine), Cl (HCl), ice water. Run in O (water). Reaction conditions: time 1 hour. Yields the product ClC1=NC=C(C=C1Cl)Cl (2,3,5-trichloropyridine). As a reaction SMILES: N[C:2]1[C:7]([Cl:8])=[CH:6][C:5]([Cl:9])=[CH:4][N:3]=1.N([O-])=O.[Na+].CCOCC.CCCCCC.[ClH:25]>O>[Cl:25][C:2]1[C:7]([Cl:8])=[CH:6][C:5]([Cl:9])=[CH:4][N:3]=1 |f:1.2,3.4|. Procedure details: 2-Amino-3,5-dichloropyridine (21.0 g.) is dissolved in conc. HCl (200 ml.), then cooled with ice. To this solution, NaNO2 (48 g.) in water (60 ml.) is added slowly over 30 minutes. The reaction mixture is stirred at 0° for 1 hour and then 50° for 1 hour. The mixture is then poured into ice-water and extracted with ether. The combined extracts are washed, dried and evaporated to dryness to give yellow solid. The solid is stirred with 25% ether/hexane and filtered. The filtrate is concentrated and... Reactants: C1(=CC=CC=C1)N1CCC(CC1)N (1-Phenylpiperidin-4-ylamine), C(#N)C1=CC=C(CN2C=NC=C2CC(=O)[O-])C=C1.[Li+] (lithium [3-(4-cyanobenzyl)-3H-imidazol-4-yl]acetate), O.ON1N=NC2=C1C=CC=C2 (1-hydroxybenzotriazole hydrate), Cl.CN(CCCN=C=NCC)C (1-(3-dimethylaminopropyl)-3-ethylcarbodiimide hydrochloride), C(C)(C)N(C(C)C)CC (N,N-diisopropylethylamine), Cl (HCl). Solvent: C(C)#N (acetonitrile). Run at time 18 hour. The product is Cl.C(#N)C1=CC=C(CN2CN(C=C2)CC(=O)NC2CCN(CC2)C2=CC=CC=C2)C=C1 (2-[3-(4-Cyanobenzyl)-3H-imidazol-1-yl]-N-(1-phenylpiperidin-4-yl)acetamide hydrochloride). Reaction SMILES: [C:1]1([N:7]2[CH2:12][CH2:11][CH:10]([NH2:13])[CH2:9][CH2:8]2)[CH:6]=[CH:5][CH:4]=[CH:3][CH:2]=1.[C:14]([C:16]1[CH:31]=[CH:30][C:19]([CH2:20][N:21]2[C:25](CC([O-])=O)=[CH:24][N:23]=[CH:22]2)=[CH:18][CH:17]=1)#[N:15].[Li+].[OH2:33].ON1C2C=CC=[CH:43][C:38]=2N=N1.[ClH:44].CN(C)CCCN=C=NCC.C(N(CC)C(C)C)(C)C.Cl>C(#N)C>[ClH:44].[C:14]([C:16]1[CH:17]=[CH:18][C:19]([CH2:20][N:21]2[CH:25]=[CH:24][N:23]([CH2:38][C:43]([NH:13][CH:10]3[CH2:9][CH2:8][N:7]([C:1]4[CH:6]=[CH:5][CH:4]=[CH:3][CH:2]=4)[CH2:12][CH2:11]3)=[O:33])[CH2:22]2)=[CH:30][CH:31]=1)#[N:15] |f:1.2,3.4,5.6,10.11|. Reported procedure: 1-Phenylpiperidin-4-ylamine (40 mg, 0.227 mmol), lithium [3-(4-cyanobenzyl)-3H-imidazol-4-yl]acetate (56 mg, 0.227 mmol), 1-hydroxybenzotriazole hydrate (46 mg, 0.34 mmol), 1-(3-dimethylaminopropyl)-3-ethylcarbodiimide hydrochloride (87 mg, 0.45 mmol), and N,N-diisopropylethylamine (99 μL, 0.57 mmol) were added to degassed DMF (2 mL) and the mixture was stirred for 18 hrs at room temperature then concentrated in vacuo. The residue was added to sat. NaHCO3 (aq) (5 mL) and extracted with dichlorom... Reactants: Cl (HCl), COCCCOC=1C=C(C(=O)OCCCOC)C=CC1C (3-methoxypropyl 3-(3-methoxypropoxy)-4-methylbenzoate), [H-].[Al+3].[Li+].[H-].[H-].[H-] (lithium aluminium hydride), [OH-].[Na+] (NaOH). The solvent is O1CCCC1 (tetrahydrofuran), O1CCCC1 (tetrahydrofuran), O (water), O (water). Yields the product COCCCOC=1C=C(C=CC1C)CO ([3-(3-Methoxypropoxy)-4-methylphenyl]methanol), SiO2. Reaction SMILES: [CH3:1][O:2][CH2:3][CH2:4][CH2:5][O:6][C:7]1[CH:8]=[C:9]([CH:18]=[CH:19][C:20]=1[CH3:21])[C:10](OCCCOC)=[O:11].[H-].[Al+3].[Li+].[H-].[H-].[H-].[OH-].[Na+].Cl>O1CCCC1.O>[CH3:1][O:2][CH2:3][CH2:4][CH2:5][O:6][C:7]1[CH:8]=[C:9]([CH2:10][OH:11])[CH:18]=[CH:19][C:20]=1[CH3:21] |f:1.2.3.4.5.6,7.8|. Procedure: The solution of 7.70 g of 3-methoxypropyl 3-(3-methoxypropoxy)-4-methylbenzoate in 20 ml of tetrahydrofuran is added dropwise at 20-60° C. to the stirred mixture of 1.02 g of lithium aluminium hydride in 20 ml of tetrahydrofuran. The reaction mixture is stirred at reflux over 3 hours and subsequently cooled to room temperature. 2 ml of water, 2 ml of 2N NaOH and once again 2 ml of water are successively added dropwise. The suspension is stirred at room temperature over 14 hours. The reaction mix... Reactants: C(C)(C)(C)C1=CC(=C(C=C1)C=1N([C@@H]([C@@H](N1)C1=CC=C(C=C1)Cl)C1=CC=C(C=C1)Cl)C(=O)Cl)OCC ((4S,5R)-2-(4-tert-butyl-2-ethoxy-phenyl)-4,5-bis-(4-chloro-phenyl)-4,5-dihydro-imidazole-1-carbonyl chloride), OCCN1CCNCC1 (1-(2-hydroxy-ethyl)-piperazine). As a reaction SMILES: [C:1]([C:5]1[CH:10]=[CH:9][C:8]([C:11]2[N:12]([C:30](Cl)=[O:31])[C@H:13]([C:23]3[CH:28]=[CH:27][C:26]([Cl:29])=[CH:25][CH:24]=3)[C@H:14]([C:16]3[CH:21]=[CH:20][C:19]([Cl:22])=[CH:18][CH:17]=3)[N:15]=2)=[C:7]([O:33][CH2:34][CH3:35])[CH:6]=1)([CH3:4])([CH3:3])[CH3:2].[OH:36][CH2:37][CH2:38][N:39]1[CH2:44][CH2:43][NH:42][CH2:41][CH2:40]1>>[ClH:22].[C:1]([C:5]1[CH:10]=[CH:9][C:8]([C:11]2[N:12]([C:30]([N:42]3[CH2:43][CH2:44][N:39]([CH2:38][CH2:37][OH:36])[CH2:40][CH2:41]3)=[O:31])[C@H:13]([C:23]3[CH:28]=[CH:27][C:26]([Cl:29])=[CH:25][CH:24]=3)[C@H:14]([C:16]3[CH:21]=[CH:20][C:19]([Cl:22])=[CH:18][CH:17]=3)[N:15]=2)=[C:7]([O:33][CH2:34][CH3:35])[CH:6]=1)([CH3:4])([CH3:2])[CH3:3] |f:2.3|. Product: Cl.C(C)(C)(C)C1=CC(=C(C=C1)C=1N([C@@H]([C@@H](N1)C1=CC=C(C=C1)Cl)C1=CC=C(C=C1)Cl)C(=O)N1CCN(CC1)CCO)OCC ([(4S,5R)-2-(4-tert-Butyl-2-ethoxy-phenyl)-4,5-bis-(4-chloro-phenyl)-4,5-dihydro-imidazol-1-yl]-[4-(2-hydroxy-ethyl)-piperazin-1-yl]-methanone hydrochloride). Procedure details: [(4S,5R)-2-(4-tert-Butyl-2-ethoxy-phenyl)-4,5-bis-(4-chloro-phenyl)-4,5-dihydro-imidazol-1-yl]-[4-(2-hydroxy-ethyl)-piperazin-1-yl]-methanone hydrochloride was prepared from (4S,5R)-2-(4-tert-butyl-2-ethoxy-phenyl)-4,5-bis-(4-chloro-phenyl)-4,5-dihydro-imidazole-1-carbonyl chloride (example 11) and 1-(2-hydroxy-ethyl)-piperazine in an analogous manner as described in example 25. LR-MS: 623.4 [(M+H)+]